From a dataset of the Open Reaction Database (ORD), a public repository of structured organic reaction records. describe an organic reaction: reactants, conditions, products, and yield The reactants are C1CCOC1 (THF), CNC(=O)[C@H]1CNCCC1 ((3R)-N-methylpiperidine-3-carboxamide), FC(C1=C(C(=NO1)C1=CC=C(S1)C(=O)O)C)(F)F (5-(5-Trifluoromethyl-4-methyl-isoxazol-3-yl)-thiophene-2-carboxylic acid), CNC(=O)[C@H]1CNCCC1 ((3R)-N-methylpiperidine-3-carboxamide), acid chloride. Solvent: C(C)N(CC)CC (triethylamine). Product: CNC(=O)[C@H]1CN(CCC1)C(=O)C=1SC(=CC1)C1=NOC(=C1C)C(F)(F)F ((3R)-N-methyl-1-({5-[4-methyl-5-(trifluoromethyl)isoxazol-3-yl]thien-2-yl}carbonyl)piperidine-3-carboxamide). Isolated yield 86.0%. As a reaction SMILES: [F:1][C:2]([F:18])([F:17])[C:3]1[O:7][N:6]=[C:5]([C:8]2[S:12][C:11]([C:13]([OH:15])=O)=[CH:10][CH:9]=2)[C:4]=1[CH3:16].[CH3:19][NH:20][C:21]([C@@H:23]1[CH2:28][CH2:27][CH2:26][NH:25][CH2:24]1)=[O:22].C1COCC1>C(N(CC)CC)C>[CH3:19][NH:20][C:21]([C@@H:23]1[CH2:28][CH2:27][CH2:26][N:25]([C:13]([C:11]2[S:12][C:8]([C:5]3[C:4]([CH3:16])=[C:3]([C:2]([F:1])([F:18])[F:17])[O:7][N:6]=3)=[CH:9][CH:10]=2)=[O:15])[CH2:24]1)=[O:22]. Reported procedure: Prepared from 5-(5-Trifluoromethyl-4-methyl-isoxazol-3-yl)-thiophene-2-carboxylic acid and (3R)-N-methylpiperidine-3-carboxamide (Preparative Example 31) by the method described in Example 2 Method B reversing the order of addition such that solid acid chloride was added to a THF solution of triethylamine and (3R)-N-methylpiperidine-3-carboxamide. After 3 hr the reaction mixture was evaporated in vacuo and filtered with the aid of water. The resulting solids were then washed with a 1 N aqueous H...